Dataset: the Open Reaction Database (ORD), a public repository of structured organic reaction records. Task: describe an organic reaction: reactants, conditions, products, and yield Starting materials: O=Cc1cc(Br)ccc1F, Oc1ccc(Cl)c(Cl)c1, [K+], [K+], O=C([O-])[O-], CN(C)C=O, O. Product: O=Cc1cc(Br)ccc1Oc1ccc(Cl)c(Cl)c1. As a reaction SMILES: [Br:1][c:2]1[cH:3][cH:4][c:5]([F:10])[c:6]([CH:7]=[O:8])[cH:9]1.[Cl:17][c:18]1[cH:19][c:20]([OH:25])[cH:21][cH:22][c:23]1[Cl:24].[K+:11].[K+:12].[O-:13][C:14]([O-:15])=[O:16].[O:27]=[CH:28][N:29]([CH3:30])[CH3:31].[OH2:26]>>[Br:1][c:2]1[cH:3][cH:4][c:5]([O:25][c:20]2[cH:19][c:18]([Cl:17])[c:23]([Cl:24])[cH:22][cH:21]2)[c:6]([CH:7]=[O:8])[cH:9]1. Starting materials: O1CCCC2=C(C=CC=C12)N (chroman-5-yl-amine), [I-].[K+] (potassium iodide), ClCCNC(C)=O (N-(2-chloroethyl)acetamide), CC(=O)C (acetone). The product is N1(CCC2=CC=C3C(=C12)CCO3)CCNC(C)=O (N-[2-(2,3,7,8-Tetrahydro-1H-furo[2,3-g]indol-1-yl)-ethyl]-acetamide). RXN SMILES: [O:1]1[C:10]2[C:5](=[C:6]([NH2:11])[CH:7]=[CH:8][CH:9]=2)[CH2:4][CH2:3]C1.[I-].[K+].Cl[CH2:15][CH2:16][NH:17][C:18](=[O:20])[CH3:19].[CH3:21][C:22](C)=O>>[N:11]1([CH2:15][CH2:16][NH:17][C:18](=[O:20])[CH3:19])[C:6]2[C:7](=[CH:8][CH:9]=[C:10]3[O:1][CH2:3][CH2:4][C:5]3=2)[CH2:22][CH2:21]1 |f:1.2|. Procedure details: A mixture of Intermediate 4 (50 mg), potassium iodide (1 g) and N-(2-chloroethyl)acetamide (96 mg) in acetone (5 ml) was heated to reflux for 2 days. The cooled mixture was partitioned between water and ethyl acetate. The extracts were dried, and evaporated, and the residue chromatographed on silica gel. Elution with CH2Cl2 :EtOH:NH3 ; 400:8:1 gave a sample of desired material (69 mg). Reactants: ClC=1C=C(C=CC1)S (3-chlorothiophenol), cupric acetate, CN(C)C=O (DMF), C(=O)([O-])[O-].[K+].[K+] (K2CO3), BrC1=C(C(=O)O)C=C(C=C1)Br (2,5-dibromobenzoic acid). Solvent: O (water). Reaction conditions: temperature 150 celsius. Yields the product ClC=1C=C(C=CC1)SC1=C(C(=O)O)C=C(C=C1)Br (2-[(3-chlorophenyl)thio]-5-bromobenzoic acid). Isolated yield 60.9%. As a reaction SMILES: [Cl:1][C:2]1[CH:3]=[C:4]([SH:8])[CH:5]=[CH:6][CH:7]=1.CN(C=O)C.C([O-])([O-])=O.[K+].[K+].Br[C:21]1[CH:29]=[CH:28][C:27]([Br:30])=[CH:26][C:22]=1[C:23]([OH:25])=[O:24]>O>[Cl:1][C:2]1[CH:3]=[C:4]([S:8][C:21]2[CH:29]=[CH:28][C:27]([Br:30])=[CH:26][C:22]=2[C:23]([OH:25])=[O:24])[CH:5]=[CH:6][CH:7]=1 |f:2.3.4|. Reported procedure: To a mixture of 3-chlorothiophenol (20 g, 0.138 mol), cupric acetate (1.75 g) and DMF (199 mL) under N2 was added in portions K2CO3 (23 g). The mixture was heated to 150° C. and then 2,5-dibromobenzoic acid (43.5 g) was added. The mixture was heated overnight, poured into water (600 mL), filtered, the filtrate was treated with charcoal and filtered again. The filtrate was acidified with conc. HCl, extracted with CHCl3, the organic layer was washed with brine and dried over Na2SO4. The solvent wa... The reactants are ClC=1N=NC=C(N1)Cl (3,5-dichloro[1,2,4]triazine), C(C)(C)N(CC)C(C)C (diisopropylethylamine), C(=O)(OC(C)(C)C)N1CCNCC1 (N—Boc-piperazine), C(C)(=O)OCC (Ethyl acetate). Solvent: O1CCOCC1 (dioxane). Conditions: time 40 minute. Yields the product C(=O)(OC(C)(C)C)N1CCN(CC1)C=1N=C(N=NC1)Cl (5-(4-Boc-piperazin-1-yl)-3-chloro[1,2,4]triazine). The yield is 31.1%. As a reaction SMILES: [Cl:1][C:2]1[N:3]=[N:4][CH:5]=[C:6](Cl)[N:7]=1.C(N(C(C)C)CC)(C)C.[C:18]([N:25]1[CH2:30][CH2:29][NH:28][CH2:27][CH2:26]1)([O:20][C:21]([CH3:24])([CH3:23])[CH3:22])=[O:19].C(OCC)(=O)C>O1CCOCC1>[C:18]([N:25]1[CH2:26][CH2:27][N:28]([C:6]2[N:7]=[C:2]([Cl:1])[N:3]=[N:4][CH:5]=2)[CH2:29][CH2:30]1)([O:20][C:21]([CH3:24])([CH3:23])[CH3:22])=[O:19]. Procedure: To a solution of 3,5-dichloro[1,2,4]triazine (0.34 g, 2.28 mmol.) in anhydrous dioxane (4 mL) was add diisopropylethylamine (0.44 g, 3.41 mmol.) and N—Boc-piperazine (0.424 g, 2.28 mmol.). The reaction mixture was stirred at room temperature for 40 minutes. Ethyl acetate (200 mL) was added. The organic solution was washed with saturated ammonium chloride solution, water and brine. The organic layer was dried over sodium sulfate. The organic solvent was evaporation under reduced pressure. The cru...